describe an organic reaction: reactants, conditions, products, and yield From a dataset of the Open Reaction Database (ORD), a public repository of structured organic reaction records. The reactants are [Cl-].[Al+3].[Cl-].[Cl-] (Aluminium chloride), C(C)(=O)C1=CC=C(C#N)C=C1 (4-Acetylbenzonitrile), BrBr (Bromine). Solvent: CCOCC (ether). Reaction conditions: time 0.5 hour. The product is C(#N)C1=CC=C(C(CBr)=O)C=C1 (p-cyanophenacyl bromide). As a reaction SMILES: [C:1]([C:4]1[CH:11]=[CH:10][C:7]([C:8]#[N:9])=[CH:6][CH:5]=1)(=[O:3])[CH3:2].[Cl-].[Al+3].[Cl-].[Cl-].[Br:16]Br>CCOCC>[C:8]([C:7]1[CH:10]=[CH:11][C:4]([C:1](=[O:3])[CH2:2][Br:16])=[CH:5][CH:6]=1)#[N:9] |f:1.2.3.4|. Reported procedure: 4-Acetylbenzonitrile (14.5 g, 100 mmol) was dissolved in anhydrous ether (150 ml). Aluminium chloride (catalytic amount) was added to the solution. Bromine (5.1 ml, 100 mmol) was added dropwise at room temperature and the solution stirred for 1/2 h. A precipitate formed and was collected and dried to yield p-cyanophenacyl bromide, m.p. 85°-86° C. (19.34 g, 86%); δH (CDCl3) 7.80 and 8.10 (4H, ABq, aryl), 4.45 (2H, s, CH2).